Task: describe an organic reaction: reactants, conditions, products, and yield. Dataset: the Open Reaction Database (ORD), a public repository of structured organic reaction records Reactants: COC(CS(=O)(=O)N(CC1=CC=C(C=C1)C1=CC=C(C=C1)C#N)C)=O (methyl-2-({methyl[(4'-cyanobiphen-4-yl)methyl]amino}-sulfonyl)acetate), [OH-].[Na+] (sodium hydroxide), Cl (hydrochloric acid). Run in O (water), CO (methanol). Conditions: time 2 hour. Yields the product CN(S(=O)(=O)CC(=O)O)CC1=CC=C(C=C1)C1=CC=C(C=C1)C#N (2-({methyl[(4'-cyanobiphen-4-yl)methyl]amino}sulfonyl)acetic acid). Isolated yield 67.6%. RXN SMILES: C[O:2][C:3](=[O:25])[CH2:4][S:5]([N:8]([CH3:24])[CH2:9][C:10]1[CH:15]=[CH:14][C:13]([C:16]2[CH:21]=[CH:20][C:19]([C:22]#[N:23])=[CH:18][CH:17]=2)=[CH:12][CH:11]=1)(=[O:7])=[O:6].[OH-].[Na+].Cl>CO.O>[CH3:24][N:8]([CH2:9][C:10]1[CH:15]=[CH:14][C:13]([C:16]2[CH:17]=[CH:18][C:19]([C:22]#[N:23])=[CH:20][CH:21]=2)=[CH:12][CH:11]=1)[S:5]([CH2:4][C:3]([OH:25])=[O:2])(=[O:6])=[O:7] |f:1.2|. Procedure details: To a solution of methyl-2-({methyl[(4'-cyanobiphen-4-yl)methyl]amino}-sulfonyl)acetate (200 mg, 0.56 nunol) in methanol (2 ml) and tetrahydroflran (5 ml) was added 1 M aqueous sodium hydroxide solution (1.2 ml, 1.2 mmol) and the mixture was stirred at ambient temperature for 2 hours. The solution was diluted with water (10 ml), acidified to pH 2 with 2 M aqueous hydrochloric acid and extracted with dichloromethane (2×30 ml). The combined organic layers were dried (Na2SO4), and the solvent was ev...